describe an organic reaction: reactants, conditions, products, and yield From a dataset of the Open Reaction Database (ORD), a public repository of structured organic reaction records. Reactants: CN(C)CC(O)COC(C)(C)Cn1ccc([N+](=O)[O-])n1, CCOC(C)=O, CCO. The product is CN(C)CC(O)COC(C)(C)Cn1ccc(N)n1. Reaction SMILES: [CH3:1][N:2]([CH2:3][CH:4]([CH2:5][O:6][C:7]([CH2:8][n:9]1[n:10][c:11]([N+:14]([O-:15])=[O:16])[cH:12][cH:13]1)([CH3:17])[CH3:18])[OH:19])[CH3:20].[CH3:21][CH2:22][O:23][C:24](=[O:25])[CH3:26].[CH3:27][CH2:28][OH:29]>>[CH3:1][N:2]([CH2:3][CH:4]([CH2:5][O:6][C:7]([CH2:8][n:9]1[n:10][c:11]([NH2:14])[cH:12][cH:13]1)([CH3:17])[CH3:18])[OH:19])[CH3:20]. The reactants are C(C)OC(C(CC1=CC=C(C=C1)OCCC1N(C(N(C1)CC1=CC=C(C=C1)OC(F)(F)F)=O)C)(C)OCC)=O (2-ethoxy-2-methyl-3-(4-{2-[3-methyl-2-oxo-1-(4-trifluoromethoxy-benzyl)-imidazolidin-4-yl]-ethoxy}-phenyl)-propionic acid ethyl ester), [OH-].[Na+] (NaOH). Solvent: C(C)O (ethanol). The product is C(C)OC(C(=O)O)(CC1=CC=C(C=C1)OCCC1N(C(N(C1)CC1=CC=C(C=C1)OC(F)(F)F)=O)C)C (2-Ethoxy-2-methyl-3-(4-{2-[3-methyl-2-oxo-1-(4-trifluoromethoxy-benzyl)-imidazolidin-4-yl]-ethoxy}-phenyl)-propionic acid). The yield is 32.0%. Reaction SMILES: C([O:3][C:4](=[O:39])[C:5]([O:36][CH2:37][CH3:38])([CH3:35])[CH2:6][C:7]1[CH:12]=[CH:11][C:10]([O:13][CH2:14][CH2:15][CH:16]2[CH2:20][N:19]([CH2:21][C:22]3[CH:27]=[CH:26][C:25]([O:28][C:29]([F:32])([F:31])[F:30])=[CH:24][CH:23]=3)[C:18](=[O:33])[N:17]2[CH3:34])=[CH:9][CH:8]=1)C.[OH-].[Na+]>C(O)C>[CH2:37]([O:36][C:5]([CH3:35])([CH2:6][C:7]1[CH:8]=[CH:9][C:10]([O:13][CH2:14][CH2:15][CH:16]2[CH2:20][N:19]([CH2:21][C:22]3[CH:23]=[CH:24][C:25]([O:28][C:29]([F:31])([F:32])[F:30])=[CH:26][CH:27]=3)[C:18](=[O:33])[N:17]2[CH3:34])=[CH:11][CH:12]=1)[C:4]([OH:39])=[O:3])[CH3:38] |f:1.2|. Procedure: A solution of 2-ethoxy-2-methyl-3-(4-{2-[3-methyl-2-oxo-1-(4-trifluoromethoxy-benzyl)-imidazolidin-4-yl]-ethoxy}-phenyl)-propionic acid ethyl ester and 5N NaOH (0.3 mL) in ethanol (3 mL) is refluxed for 1 h, cooled to ambient temperature, and concentrated. The residue is diluted with CH2Cl2, dried, and concentrated in vacuo to provide the title compound (0.022 g, 32% after two steps). 1H NMR (400 MHz, CDCl3): δ 7.24-7.19 (m, 1H), 7.09 (d, 2H, J=8.3 Hz), 6.83-6.78 (m, 3H), 6.69 (d, 2H, J=8.3 Hz),... Starting materials: IC1=C(C=C(N)C=C1)C (4-iodo-3-methylaniline), N1=CC=CC=C1 (pyridine), CS(=O)(=O)Cl (methanesulfonyl chloride). Solvent: C(Cl)Cl (CH2Cl2). Run at time 2 hour. The product is IC1=C(C=C(C=C1)NS(=O)(=O)C)C (N-(4-iodo-3-methylphenyl)methanesulfonamide). Isolated yield 94.3%. Reaction SMILES: [I:1][C:2]1[CH:8]=[CH:7][C:5]([NH2:6])=[CH:4][C:3]=1[CH3:9].N1C=CC=CC=1.[CH3:16][S:17](Cl)(=[O:19])=[O:18]>C(Cl)Cl>[I:1][C:2]1[CH:8]=[CH:7][C:5]([NH:6][S:17]([CH3:16])(=[O:19])=[O:18])=[CH:4][C:3]=1[CH3:9]. Reported procedure: A solution of 4-iodo-3-methylaniline (4.37 g, 18.75 mmol) in CH2Cl2 (25 ml) was treated with pyridine (6.07 ml, 75 mmol) followed by drop wise addition of methanesulfonyl chloride (1.607 ml, 20.63 mmol) to give a reddish/orange mixture. The mixture was stirred for 2 h, concentrated and diluted with EtOAc. The EtOAc layer was washed with 1M HCl, water, saturated NaCl, dried (Na2SO4) and filtered. The EtOAc filtrate was treated with activated charcoal for 30 min at 50° C. and filtered through a 10... The reactants are ClC=1C(=CC2=C(SC=C2)C1Cl)OC (6,7-dichloro-5-methoxybenzo[b]thiophene), Cl.N1=CC=CC=C1 (pyridine hydrochloride). Reaction conditions: time 1 hour. The product is ClC=1C(=CC2=C(SC=C2)C1Cl)O (6,7-dichloro-5-hydroxybenzo[b]thiophene). Yield: 1.0%. Reaction SMILES: [Cl:1][C:2]1[C:3]([O:12]C)=[CH:4][C:5]2[CH:9]=[CH:8][S:7][C:6]=2[C:10]=1[Cl:11].Cl.N1C=CC=CC=1>>[Cl:1][C:2]1[C:3]([OH:12])=[CH:4][C:5]2[CH:9]=[CH:8][S:7][C:6]=2[C:10]=1[Cl:11] |f:1.2|. Reported procedure: A mixture of 45 g of 6,7-dichloro-5-methoxybenzo[b]thiophene and 5 g of pyridine hydrochloride is stirred at 180° for 1 hour. The mixture is cooled, triturated with water and extracted thrice with ether. The ether solution is washed with water, dried and concentrated to give 0.42 g of 6,7-dichloro-5-hydroxybenzo[b]thiophene as a tan-colored solid. Recrystallization from acetone-hexane gives prisms, mp 97°-98°. The reactants are BrCC1=CC=CC=2N(C=NC21)C(=O)OC(C)(C)C (t-butyl 4-(bromomethyl)-1H-benzimidazole-1-carboxylate), C(CC)N(CCC)C(C(=O)OCC)C(=O)OCC (diethyl (dipropylamino)malonate), maleate salt. Run in C1CCOC1.CCOCC (THF ether). Product: CN(C1CN2C3=C(C=CC=C3C1)C=C2)C (5,6-Dihydro-N,N-dimethyl-4H-pyrrolo(3,2,1ij)quinolin-5-amine). RXN SMILES: Br[CH2:2][C:3]1[C:11]2[N:10]=[CH:9]N(C(OC(C)(C)C)=O)[C:7]=2[CH:6]=[CH:5][CH:4]=1.[CH2:19]([N:22]([CH:26]([C:32](OCC)=O)[C:27](OCC)=O)[CH2:23]CC)CC>C1COCC1.CCOCC>[CH3:19][N:22]([CH3:23])[CH:26]1[CH2:32][C:7]2[C:11]3=[C:3]([CH:2]=[CH:9][N:10]3[CH2:27]1)[CH:4]=[CH:5][CH:6]=2 |f:2.3|. Procedure: This compound was prepared by following the procedure of Example 18, but substituting methyl 7-(bromomethyl)-1H-indole-1-carboxylate for t-butyl 4-(bromomethyl)-1H-benzimidazole-1-carboxylate and diethyl (dimethylamino)malonte for diethyl (dipropylamino)malonate. The bulk of the product was converted to the maleate salt, mp 114°-115° C. from THF/ether. The reactants are ClCC(CC(=O)Cl)=O (4-Chloroacetoacetyl chloride), C1(=CC(=CC(=C1)C)C)C (mesitylene). Reagents/catalysts: FC(S(=O)(=O)[O-])(F)F.[Sc+3].FC(S(=O)(=O)[O-])(F)F.FC(S(=O)(=O)[O-])(F)F (scandium trifluoro-methanesulphonate). The solvent is O (water). Reaction conditions: temperature 24 celsius, time 2 day. Yields the product ClCC(CC(=O)C1=C(C=C(C=C1C)C)C)=O (γ-chloroacetoacetylmesitylene). RXN SMILES: [Cl:1][CH2:2][C:3](=[O:8])[CH2:4][C:5](Cl)=[O:6].[C:9]1([CH3:17])[CH:14]=[C:13]([CH3:15])[CH:12]=[C:11]([CH3:16])[CH:10]=1>FC(F)(F)S([O-])(=O)=O.[Sc+3].FC(F)(F)S([O-])(=O)=O.FC(F)(F)S([O-])(=O)=O.O>[Cl:1][CH2:2][C:3](=[O:8])[CH2:4][C:5]([C:10]1[C:11]([CH3:16])=[CH:12][C:13]([CH3:15])=[CH:14][C:9]=1[CH3:17])=[O:6] |f:2.3.4.5|. Reported procedure: 4-Chloroacetoacetyl chloride (35% strength solution in dichloromethane, 26.2 g, 59 mmol), mesitylene (7.4 g, 59 mmol, and scandium trifluoro-methanesulphonate (2.6 g, 5.1 mmol) were introduced at 20° C. The reaction mixture was then stirred at 24° C. for a total of 2 days. It was then hydrolysed with water (10 ml). The organic phase was concentrated, and the residue was dried in a high vacuum. 9.1 g of crude product were obtained. Starting materials: C(C)N(CC)CC1=CC=C(C(=O)N2CCN(CC2)S(=O)(=O)C2=CC3=CC=CC=C3C=C2)C=C1 (1-(4-diethylaminomethylbenzoyl)-4-(2-naphthalenesulfonyl)piperazine), Cl (hydrochloric acid). Solvent: C(C)(=O)OCC (ethyl acetate). The product is Cl.C(C)N(CC)CC1=CC=C(C(=O)N2CCN(CC2)S(=O)(=O)C2=CC3=CC=CC=C3C=C2)C=C1 (1-(4-Diethylaminomethylbenzoyl)-4-(2-naphthalenesulfonyl)piperazine hydrochloride). RXN SMILES: [CH2:1]([N:3]([CH2:6][C:7]1[CH:33]=[CH:32][C:10]([C:11]([N:13]2[CH2:18][CH2:17][N:16]([S:19]([C:22]3[CH:31]=[CH:30][C:29]4[C:24](=[CH:25][CH:26]=[CH:27][CH:28]=4)[CH:23]=3)(=[O:21])=[O:20])[CH2:15][CH2:14]2)=[O:12])=[CH:9][CH:8]=1)[CH2:4][CH3:5])[CH3:2].[ClH:34]>C(OCC)(=O)C>[ClH:34].[CH2:1]([N:3]([CH2:6][C:7]1[CH:33]=[CH:32][C:10]([C:11]([N:13]2[CH2:18][CH2:17][N:16]([S:19]([C:22]3[CH:31]=[CH:30][C:29]4[C:24](=[CH:25][CH:26]=[CH:27][CH:28]=4)[CH:23]=3)(=[O:20])=[O:21])[CH2:15][CH2:14]2)=[O:12])=[CH:9][CH:8]=1)[CH2:4][CH3:5])[CH3:2] |f:3.4|. Procedure: To 1-(4-diethylaminomethylbenzoyl)-4-(2-naphthalenesulfonyl)piperazine (320 mg) was added 4 N hydrochloric acid in ethyl acetate solution (5 ml), and the precipitated hydrochlorides were filtered to give the title compound (268 mg). Starting materials: ClC=1N=NC(=C(N1)Cl)C (3,5-dichloro-6-methyl-1,2,4-triazine), C(C1=CC=CC=C1)OC1=C(C=C(C=C1)B(O)O)OC (4-(benzyloxy)-3-methoxybenzene boronic acid), tetralis(triphenylphosphine)palladium(0), P(=O)([O-])([O-])[O-].[K+].[K+].[K+] (tripotassium phosphate). The solvent is C(OC)COC (dimethoxyethane), C(Cl)(Cl)Cl (CHCl3). Yields the product C(C1=CC=CC=C1)OC1=C(C=C(C=C1)C=1N=C(N=NC1C)Cl)OC (5-[4-(Benzyloxy)-3-methoxyphenyl]-3-chloro-6-methyl-1,2,4-triazine). As a reaction SMILES: [Cl:1][C:2]1[N:3]=[N:4][C:5]([CH3:9])=[C:6](Cl)[N:7]=1.[CH2:10]([O:17][C:18]1[CH:23]=[CH:22][C:21](B(O)O)=[CH:20][C:19]=1[O:27][CH3:28])[C:11]1[CH:16]=[CH:15][CH:14]=[CH:13][CH:12]=1.P([O-])([O-])([O-])=O.[K+].[K+].[K+]>C(COC)OC.C(Cl)(Cl)Cl>[CH2:10]([O:17][C:18]1[CH:23]=[CH:22][C:21]([C:6]2[N:7]=[C:2]([Cl:1])[N:3]=[N:4][C:5]=2[CH3:9])=[CH:20][C:19]=1[O:27][CH3:28])[C:11]1[CH:12]=[CH:13][CH:14]=[CH:15][CH:16]=1 |f:2.3.4.5|. Procedure details: A degassed solution of 3,5-dichloro-6-methyl-1,2,4-triazine (151 mg, 0.9 mmol), 4-(benzyloxy)-3-methoxybenzene boronic acid (236 g, 0.9 mmol), tetralis(triphenylphosphine)palladium(0) (55 mg, 0.05 mmol) and tripotassium phosphate (249 mg, 1.2 mmol) in dimethoxyethane (5 mL) was heated at reflux for 24 h. Upon cooling to room temperature the solution was diluted with CHCl3 and filtered through Celite®. The filtrate was concentrated in vacuo and the product purified by column chromatography using ...